This data is from the Open Reaction Database (ORD), a public repository of structured organic reaction records. The task is: describe an organic reaction: reactants, conditions, products, and yield Reactants: BrC1=CC(=C(N)C=C1)I (4-bromo-2-iodoaniline), CN(C)C=O (DMF), C([O-])(O)=O.[Na+] (sodium bicarbonate), C(C=C)(=O)OCC (ethyl acrylate). The solvent is O (water). Reaction conditions: temperature 80 celsius. Yields the product NC1=C(C=C(C=C1)Br)/C=C/C(=O)OCC ((E)-ethyl 3-(2-amino-5-bromophenyl)acrylate). Isolated yield 55.8%. As a reaction SMILES: [Br:1][C:2]1[CH:8]=[CH:7][C:5]([NH2:6])=[C:4](I)[CH:3]=1.C(=O)(O)[O-].[Na+].[C:15]([O:19][CH2:20][CH3:21])(=[O:18])[CH:16]=[CH2:17].CN(C=O)C>O>[NH2:6][C:5]1[CH:7]=[CH:8][C:2]([Br:1])=[CH:3][C:4]=1/[CH:17]=[CH:16]/[C:15]([O:19][CH2:20][CH3:21])=[O:18] |f:1.2|. Reported procedure: To a microwave vial was added, 4-bromo-2-iodoaniline (1.70 g, 5.71 mmol), PdOAc2 (0.064 g, 0.285 mmol), sodium bicarbonate (1.198 g, 14.27 mmol), ethyl acrylate (0.651 ml, 5.99 mmol) and DMF (1.902 ml). The reaction was heated in microwave for 1 hour at 80° C. The reaction was cooled to room temperature, diluted with water and extracted with DCM (3×). The combined organics were washed with water and brine, dried over magnesium sulfate, filtered and concentrated. The resulting material was concen... Starting materials: ClC1=C(C=CC(=C1)[N+](=O)[O-])O (2-chloro-4-nitrophenol), Cl.ClCC=1N=CSC1 (4-chloromethylthiazole hydrochloride), C([O-])([O-])=O.[K+].[K+] (Potassium carbonate), [I-].[Na+] (sodium iodide). The solvent is C(Cl)Cl (DCM), O (Water), C(C)#N (acetonitrile). Run at time 8 hour. The product is Cl.ClC=1C=C(C=CC1OCC=1N=CSC1)N (3-Chloro-4-(thiazol-4-ylmethoxy)-phenylamine hydrochloride). Isolated yield 0.2%. RXN SMILES: [Cl:1][C:2]1[CH:7]=[C:6]([N+:8]([O-])=O)[CH:5]=[CH:4][C:3]=1[OH:11].Cl.Cl[CH2:14][C:15]1[N:16]=[CH:17][S:18][CH:19]=1.C(=O)([O-])[O-].[K+].[K+].[I-].[Na+]>C(#N)C.C(Cl)Cl.O>[ClH:1].[Cl:1][C:2]1[CH:7]=[C:6]([NH2:8])[CH:5]=[CH:4][C:3]=1[O:11][CH2:14][C:15]1[N:16]=[CH:17][S:18][CH:19]=1 |f:1.2,3.4.5,6.7,11.12|. Procedure: To a solution of 2-chloro-4-nitrophenol (1.00 g, 5.76 mmol) in acetonitrile (125 mL) were added 4-chloromethylthiazole hydrochloride (1.08 g, 6.34 mmol), Potassium carbonate (2.39 g, 17.29 mmol) and sodium iodide (1.73 g, 11.52 mmol). The reaction mixture was stirred at 60 C overnight. Water (60 mL) and DCM (10 mL) were added. After all solid material dissolved, layers formed were separated. The organic layer was washed with water and brine, dried over Na2SO4 and concentrated down to give the re... Starting materials: ClC=1C=CC(=C2CC(C(C12)=O)CC)C (7-chloro-2-ethyl-4-methyl-1-indanone), C(CO)O (ethylene glycol), C(C)(C)(C)C1=CC=C(C=C1)B(O)O (4-tert-butylphenylboronic acid), C([O-])([O-])=O.[Na+].[Na+] (sodium carbonate). Reagents/catalysts: C(C)(=O)[O-].[Pd+2].C(C)(=O)[O-] (palladium acetate), C1=CC(=CC(=C1)S(=O)(=O)[O-])P(C2=CC(=CC=C2)S(=O)(=O)[O-])C3=CC(=CC=C3)S(=O)(=O)[O-].[Na+].[Na+].[Na+] (TPPTS). The solvent is O (water), O (water). Product: C(C)C1C(C2=C(C=CC(=C2C1)C)C1=CC=C(C=C1)C(C)(C)C)=O (ethyl-4-methyl-7-(4′-tert-butylphenyl)-1-indanone). The yield is 105.7%. RXN SMILES: Cl[C:2]1[CH:3]=[CH:4][C:5]([CH3:14])=[C:6]2[C:10]=1[C:9](=[O:11])[CH:8]([CH2:12][CH3:13])[CH2:7]2.[C:15]([C:19]1[CH:24]=[CH:23][C:22](B(O)O)=[CH:21][CH:20]=1)([CH3:18])([CH3:17])[CH3:16].C(=O)([O-])[O-].[Na+].[Na+].C(O)CO>O.C([O-])(=O)C.[Pd+2].C([O-])(=O)C.C1C=C(S([O-])(=O)=O)C=C(P(C2C=CC=C(S([O-])(=O)=O)C=2)C2C=CC=C(S([O-])(=O)=O)C=2)C=1.[Na+].[Na+].[Na+]>[CH2:12]([CH:8]1[CH2:7][C:6]2[C:10](=[C:2]([C:22]3[CH:23]=[CH:24][C:19]([C:15]([CH3:18])([CH3:17])[CH3:16])=[CH:20][CH:21]=3)[CH:3]=[CH:4][C:5]=2[CH3:14])[C:9]1=[O:11])[CH3:13] |f:2.3.4,7.8.9,10.11.12.13|. Procedure details: Using a method analogous to Example 1d, 29.0 g (138.96 mmol) of 7-chloro-2-ethyl-4-methyl-1-indanone (1b), 29.7 g (166.8 mmol) of 4-tert-butylphenylboronic acid, 36.8 g (347.3 mmol) of sodium carbonate, 300 ml of ethylene glycol and 40 ml of water were reacted at 80° C. in the presence of a freshly prepared catalyst solution of 156 mg (0.695 mmol) of palladium acetate, 3.5 ml (2.08 mmol) of an aqueous TPPTS solution (0.6 molar) in 19 ml of water. 45.00 g of (2c) were isolated. Reactants: C1(=CC=CC=C1)N1N=C2N=CC(=CC2=C1)N (2-Phenyl-2H-pyrazolo[3,4-b]pyridin-5-amine), N1=CC=CC=C1 (pyridine), C1(=CC=CC=C1)S(=O)(=O)Cl (bezenesulfonyl chloride). The solvent is CC#N (CH3CN). Run at time 1 hour. Yields the product C1(=CC=CC=C1)N1N=C2N=CC(=CC2=C1)NS(=O)(=O)C1=CC=CC=C1 (N-(2-Phenyl-2H-pyrazolo[3,4-b]pyridin-5-yl)benzenesulfonamide). Isolated yield 39.1%. RXN SMILES: [C:1]1([N:7]2[CH:15]=[C:14]3[C:9]([N:10]=[CH:11][C:12]([NH2:16])=[CH:13]3)=[N:8]2)[CH:6]=[CH:5][CH:4]=[CH:3][CH:2]=1.N1C=CC=CC=1.[C:23]1([S:29](Cl)(=[O:31])=[O:30])[CH:28]=[CH:27][CH:26]=[CH:25][CH:24]=1>CC#N>[C:1]1([N:7]2[CH:15]=[C:14]3[C:9]([N:10]=[CH:11][C:12]([NH:16][S:29]([C:23]4[CH:28]=[CH:27][CH:26]=[CH:25][CH:24]=4)(=[O:31])=[O:30])=[CH:13]3)=[N:8]2)[CH:2]=[CH:3][CH:4]=[CH:5][CH:6]=1. Reported procedure: To a solution of 3C (305 mg, 1.458 mmol) and pyridine (0.7 mL) in CH3CN (30 mL) cooled to 0° C. was added bezenesulfonyl chloride (274 mg, 1.550 mmol). After addition, the reaction mixture was stirred at RT for 1 hour, then concentrated under reduced pressure. The resultant residue was dissolved in CH2Cl2 (100 mL), washed with water (2×50 mL), saturated NaCl (50 mL). The organic layer was dried (MgSO4), filtered and concentrated. The residue was purified by silica gel column chromatography eluti... Solvent: CN(C=O)C (dimethylformamide). Procedure details: 13.3 g of the carboxylic acid from Example b and 20 ml of thionyl chloride are refluxed in the presence of a little dimethylformamide until the evolution of gas is complete. The crude carbonyl chloride which remains in quantitative yield after evaporation is directly reacted further. Product: CC1=NOC(=C1C(=O)OCC)C(=O)Cl (3-Methyl-4-ethoxycarbonylisoxazole-5-carbonylchloride). The reactants are CC1=NOC(=C1C(=O)OCC)C(=O)O (3-methyl-4-ethoxycarbonylisoxazole-5-carboxylic acid), S(=O)(Cl)Cl (thionyl chloride), C(=O)(Cl)Cl (carbonyl chloride). Reaction SMILES: [CH3:1][C:2]1[C:6]([C:7]([O:9][CH2:10][CH3:11])=[O:8])=[C:5]([C:12]([OH:14])=O)[O:4][N:3]=1.S(Cl)([Cl:17])=O.C(Cl)(Cl)=O>CN(C)C=O>[CH3:1][C:2]1[C:6]([C:7]([O:9][CH2:10][CH3:11])=[O:8])=[C:5]([C:12]([Cl:17])=[O:14])[O:4][N:3]=1. Reactants: CNC, CCO, CC(Nc1ncnc2[nH]c(-c3cccc(CNC(=O)CCl)c3)cc12)c1ccccc1, C1COCCO1. The product is CC(Nc1ncnc2[nH]c(-c3cccc(CNC(=O)CN(C)C)c3)cc12)c1ccccc1. As a reaction SMILES: [CH3:31][NH:32][CH3:33].[CH3:40][CH2:41][OH:42].[Cl:1][CH2:2][C:3](=[O:4])[NH:5][CH2:6][c:7]1[cH:8][c:9](-[c:13]2[cH:14][c:15]3[c:16]([n:17][cH:18][n:19][c:20]3[NH:21][CH:22]([CH3:23])[c:24]3[cH:25][cH:26][cH:27][cH:28][cH:29]3)[nH:30]2)[cH:10][cH:11][cH:12]1.[O:34]1[CH2:35][CH2:36][O:37][CH2:38][CH2:39]1>>[CH2:2]([C:3](=[O:4])[NH:5][CH2:6][c:7]1[cH:8][c:9](-[c:13]2[cH:14][c:15]3[c:16]([n:17][cH:18][n:19][c:20]3[NH:21][CH:22]([CH3:23])[c:24]3[cH:25][cH:26][cH:27][cH:28][cH:29]3)[nH:30]2)[cH:10][cH:11][cH:12]1)[N:32]([CH3:31])[CH3:33]. Starting materials: CC(C)(C)OC(=O)CCNCc1ccc(CSc2ccc(-c3ccccc3)c(C(F)(F)F)c2)cc1, CC[SiH](CC)CC, ClCCl, O=C(O)C(F)(F)F. Yields the product O=C(O)CCNCc1ccc(CSc2ccc(-c3ccccc3)c(C(F)(F)F)c2)cc1. Reaction SMILES: [C:1]([CH3:2])([CH3:3])([CH3:4])[O:5][C:6]([CH2:7][CH2:8][NH:9][CH2:10][c:11]1[cH:12][cH:13][c:14]([CH2:17][S:18][c:19]2[cH:20][c:21]([C:31]([F:32])([F:33])[F:34])[c:22](-[c:25]3[cH:26][cH:27][cH:28][cH:29][cH:30]3)[cH:23][cH:24]2)[cH:15][cH:16]1)=[O:35].[CH2:36]([SiH:37]([CH2:38][CH3:39])[CH2:40][CH3:41])[CH3:42].[Cl:50][CH2:51][Cl:52].[F:43][C:44]([F:45])([F:46])[C:47]([OH:48])=[O:49]>>[O:5]=[C:6]([CH2:7][CH2:8][NH:9][CH2:10][c:11]1[cH:12][cH:13][c:14]([CH2:17][S:18][c:19]2[cH:20][c:21]([C:31]([F:32])([F:33])[F:34])[c:22](-[c:25]3[cH:26][cH:27][cH:28][cH:29][cH:30]3)[cH:23][cH:24]2)[cH:15][cH:16]1)[OH:35].